Task: describe an organic reaction: reactants, conditions, products, and yield. Dataset: the Open Reaction Database (ORD), a public repository of structured organic reaction records Starting materials: F[B-](F)(F)F, CN(C)C=O, CCN(C(C)C)C(C)C, CC(C)(C)C(=O)NCc1ccc(Cl)c(C(=O)O)c1, Nc1ncc[nH]1, O, O=S(=O)(O)O, CN(C)C(On1nnc2ccccc21)=[N+](C)C. Product: CC(C)(C)C(=O)NCc1ccc(Cl)c(C(=O)Nc2ncc[nH]2)c1. Reaction SMILES: [B-:30]([F:31])([F:32])([F:33])[F:34].[CH3:62][N:63]([CH3:64])[CH:65]=[O:66].[CH:52]([N:53]([CH2:54][CH3:55])[CH:56]([CH3:57])[CH3:58])([CH3:59])[CH3:60].[Cl:1][c:2]1[c:3]([C:4](=[O:5])[OH:6])[cH:7][c:8]([CH2:11][NH:12][C:13]([C:14]([CH3:15])([CH3:16])[CH3:17])=[O:18])[cH:9][cH:10]1.[NH2:24][c:25]1[nH:26][cH:27][cH:28][n:29]1.[OH2:61].[S:19]([OH:20])([OH:21])(=[O:22])=[O:23].[n:35]1([O:36][C:37]([N:38]([CH3:39])[CH3:40])=[N+:41]([CH3:42])[CH3:43])[c:44]2[cH:45][cH:46][cH:47][cH:48][c:49]2[n:50][n:51]1>>[Cl:1][c:2]1[c:3]([C:4](=[O:6])[NH:24][c:25]2[nH:26][cH:27][cH:28][n:29]2)[cH:7][c:8]([CH2:11][NH:12][C:13]([C:14]([CH3:15])([CH3:16])[CH3:17])=[O:18])[cH:9][cH:10]1. Run at temperature 20 celsius, time 60 hour. The reactants are CN(C1=CC=C(N=N1)C(=O)OCC)C (ethyl (6-dimethylaminopyridazin-3-yl)carboxylate), C(C)(=O)OCC (ethyl acetate), CC(C)([O-])C.[Na+] (sodium tert.-butoxide). The solvent is C1(=CC=CC=C1)C (toluene), C1(=CC=CC=C1)C (toluene). The product is CN(C1=CC=C(N=N1)C(CC(=O)OCC)=O)C (Ethyl 3-(6-dimethylaminopyridazin-3-yl)-3-oxopropionate). As a reaction SMILES: [CH3:1][N:2]([CH3:14])[C:3]1[N:8]=[N:7][C:6]([C:9]([O:11]CC)=O)=[CH:5][CH:4]=1.[C:15]([O:18][CH2:19][CH3:20])(=[O:17])[CH3:16].CC(C)([O-])C.[Na+]>C1(C)C=CC=CC=1>[CH3:14][N:2]([CH3:1])[C:3]1[N:8]=[N:7][C:6]([C:9](=[O:11])[CH2:16][C:15]([O:18][CH2:19][CH3:20])=[O:17])=[CH:5][CH:4]=1 |f:2.3|. Isolated yield 83.8%. Procedure: Ethyl 3-(6-dimethylaminopyridazin-3-yl)-3-oxopropionate can be obtained by adding, over the course of 10 minutes at a temparature of about 30° C., a solution of ethyl (6-dimethylaminopyridazin-3-yl)carboxylate (39 g) and of ethyl acetate (35.2 g) in anhydrous toluene (480 cc) to a suspension of sodium tert.-butoxide (38.4 g) in anhydrous toluene (350 cc). The reaction mixture is then stirred for 60 hours at a temperature of about 20° C., after which 12N hydrochloric acid (35 cc) and distilled wa...